This data is from the Open Reaction Database (ORD), a public repository of structured organic reaction records. The task is: describe an organic reaction: reactants, conditions, products, and yield The reactants are OCC[C@@]1(C=C[C@H](C1)NC(OC(C)(C)C)=O)C(=O)N1CC=2C=C(C=NC2CC1)C(F)(F)F (tert-butyl ((1S,4S)-4-(2-hydroxyethyl)-4-(3-(trifluoromethyl)-5,6,7,8-tetrahydro-1,6-naphthyridine-6-carbonyl)cyclopent-2-en-1-yl)carbamate), solution, O (water). Solvent: CC(=O)C (acetone). Conditions: time 2 hour. The product is C(C)(C)(C)OC(=O)N[C@@H]1C=C[C@@](C1)(C(=O)N1CC=2C=C(C=NC2CC1)C(F)(F)F)CC(=O)O (2-((1S,4S)-4-((tert-butoxycarbonyl)amino)-1-(3-(trifluoromethyl)-5,6,7,8-tetrahydro-1,6-naphthyridine-6-carbonyl)cyclopent-2-en-1-yl)acetic acid). As a reaction SMILES: [OH:1][CH2:2][CH2:3][C@@:4]1([C:17]([N:19]2[CH2:28][CH2:27][C:26]3[N:25]=[CH:24][C:23]([C:29]([F:32])([F:31])[F:30])=[CH:22][C:21]=3[CH2:20]2)=[O:18])[CH2:8][C@H:7]([NH:9][C:10](=[O:16])[O:11][C:12]([CH3:15])([CH3:14])[CH3:13])[CH:6]=[CH:5]1.[OH2:33]>CC(C)=O>[C:12]([O:11][C:10]([NH:9][C@H:7]1[CH2:8][C@@:4]([CH2:3][C:2]([OH:33])=[O:1])([C:17]([N:19]2[CH2:28][CH2:27][C:26]3[N:25]=[CH:24][C:23]([C:29]([F:32])([F:31])[F:30])=[CH:22][C:21]=3[CH2:20]2)=[O:18])[CH:5]=[CH:6]1)=[O:16])([CH3:15])([CH3:14])[CH3:13]. Procedure details: To a solution of the product of Example 1, Step D (508 mg, 1.12 mmol, 1 eq) in acetone (10 mL) at 0° C. was added Jones oxidation solution (0.46 mL, 1.23 mmol, 1.1 eq). After 2 hr, water was added, the aqueous was extracted with ethyl acetate, the organics combined, dried over MgSO4 and concentrated to afford the product of Step A that was used unpurified in the next step. Calculated for C22H26F3N3O5: 492.2 (M+23). found: 492.1. Run in CN(C=O)C (dimethylformamide). Reactants: [BH4-].[Na+] (sodium borohydride), CO (methanol), COC(=O)C1=NC=C(C=C1)N=CC1=CC(=CC=C1)Cl (5-(m-chlorobenzylideneamino)-pyridine-2-carboxylic acid methyl ester). Procedure details: To the stirred mixture of 8 g of sodium borohydride and 350 ml of methanol, cooled to -2°, the solution of 20 g of 5-(m-chlorobenzylideneamino)-pyridine-2-carboxylic acid methyl ester in 60 ml of dimethylformamide sufficiently warm for dissolution is added all at once and the container of the latter is washed with 15 ml dimethylformamide and 20 ml methanol containing 0.5 g of sodium borohydride. The mixture warms to about 20°, is cooled to 0° for 40 minutes and stirred at 25° for 15 minutes. It ... Reaction conditions: time 15 minute. Yields the product COC(=O)C1=NC=C(C=C1)NCC1=CC(=CC=C1)Cl (5-(m-chlorobenzylamino)-pyridine-2-carboxylic acid methyl ester). As a reaction SMILES: [BH4-].[Na+].CO.[CH3:5][O:6][C:7]([C:9]1[CH:14]=[CH:13][C:12]([N:15]=[CH:16][C:17]2[CH:22]=[CH:21][CH:20]=[C:19]([Cl:23])[CH:18]=2)=[CH:11][N:10]=1)=[O:8]>CN(C)C=O>[CH3:5][O:6][C:7]([C:9]1[CH:14]=[CH:13][C:12]([NH:15][CH2:16][C:17]2[CH:22]=[CH:21][CH:20]=[C:19]([Cl:23])[CH:18]=2)=[CH:11][N:10]=1)=[O:8] |f:0.1|.